Dataset: the Open Reaction Database (ORD), a public repository of structured organic reaction records. Task: describe an organic reaction: reactants, conditions, products, and yield The reactants are CS(C)=O, [O-]CC1CC1, O=[N+]([O-])c1ccc(Cl)c(C(F)(F)F)c1, [Na+], O. The product is O=[N+]([O-])c1ccc(OCC2CC2)c(C(F)(F)F)c1. Reaction SMILES: [CH3:22][S:23]([CH3:24])=[O:25].[CH:15]1([CH2:18][O-:19])[CH2:16][CH2:17]1.[F:1][C:2]([c:3]1[cH:4][c:5]([N+:10](=[O:11])[O-:12])[cH:6][cH:7][c:8]1[Cl:9])([F:13])[F:14].[Na+:20].[OH2:21]>>[F:1][C:2]([c:3]1[cH:4][c:5]([N+:10](=[O:11])[O-:12])[cH:6][cH:7][c:8]1[O:19][CH2:18][CH:15]1[CH2:16][CH2:17]1)([F:13])[F:14]. Reactants: O=C(CBr)N1CC2CCC(CC2)C1, CC1=NC(NC(=O)OCc2ccccc2)C(=O)Nc2c1cccc2N(C)C, CCOC(C)=O, CN(C)C=O, [H-], [Na+], O. Product: CC1=NC(NC(=O)OCc2ccccc2)C(=O)N(CC(=O)N2CC3CCC(CC3)C2)c2c1cccc2N(C)C. Reaction SMILES: [Br:30][CH2:31][C:32](=[O:33])[N:34]1[CH2:35][CH:36]2[CH2:37][CH2:38][CH:39]([CH2:40]1)[CH2:41][CH2:42]2.[CH2:1]([c:2]1[cH:3][cH:4][cH:5][cH:6][cH:7]1)[O:8][C:9](=[O:10])[NH:11][CH:12]1[C:13](=[O:27])[NH:14][c:15]2[c:16]([cH:20][cH:21][cH:22][c:23]2[N:24]([CH3:25])[CH3:26])[C:17]([CH3:19])=[N:18]1.[CH3:43][CH2:44][O:45][C:46](=[O:47])[CH3:48].[CH3:49][N:50]([CH3:51])[CH:52]=[O:53].[H-:28].[Na+:29].[OH2:54]>>[CH2:1]([c:2]1[cH:3][cH:4][cH:5][cH:6][cH:7]1)[O:8][C:9](=[O:10])[NH:11][CH:12]1[C:13](=[O:27])[N:14]([CH2:31][C:32](=[O:33])[N:34]2[CH2:35][CH:36]3[CH2:37][CH2:38][CH:39]([CH2:40]2)[CH2:41][CH2:42]3)[c:15]2[c:16]([cH:20][cH:21][cH:22][c:23]2[N:24]([CH3:25])[CH3:26])[C:17]([CH3:19])=[N:18]1. Starting materials: C(C(C)(C)C)(=O)OCN1C=CC2=C1N=CN=C2Cl ((4-Chloro-7H-pyrrolo[2,3-d]pyrimidin-7-yl)methyl pivalate), O1CCOCC1 (1,4-dioxane), C(C)OC(C)N1N=CC(=C1)B1OC(C(O1)(C)C)(C)C (1-(1-ethoxyethyl)-4-(4,4,5,5-tetramethyl-1,3,2-dioxaborolan-2-yl)-1H-pyrazole), O (water), C([O-])([O-])=O.[K+].[K+] (potassium carbonate). The product is C(C(C)(C)C)(=O)OCN1C=CC2=C1N=CN=C2C=2C=NN(C2)C(C)OCC ({4-[1-(1-Ethoxyethyl)-1H-pyrazol-4-yl]-7H-pyrrolo[2,3-d]pyrimidin-7-yl]methyl pivalate). The reagents and catalysts are C=1C=CC(=CC1)[P](C=2C=CC=CC2)(C=3C=CC=CC3)[Pd]([P](C=4C=CC=CC4)(C=5C=CC=CC5)C=6C=CC=CC6)([P](C=7C=CC=CC7)(C=8C=CC=CC8)C=9C=CC=CC9)[P](C=1C=CC=CC1)(C=1C=CC=CC1)C=1C=CC=CC1 (tetrakis(triphenylphosphine)palladium(0)). RXN SMILES: [C:1]([O:7][CH2:8][N:9]1[C:13]2[N:14]=[CH:15][N:16]=[C:17](Cl)[C:12]=2[CH:11]=[CH:10]1)(=[O:6])[C:2]([CH3:5])([CH3:4])[CH3:3].O1CCOCC1.[CH2:25]([O:27][CH:28]([N:30]1[CH:34]=[C:33](B2OC(C)(C)C(C)(C)O2)[CH:32]=[N:31]1)[CH3:29])[CH3:26].O.C(=O)([O-])[O-].[K+].[K+]>C1C=CC([P]([Pd]([P](C2C=CC=CC=2)(C2C=CC=CC=2)C2C=CC=CC=2)([P](C2C=CC=CC=2)(C2C=CC=CC=2)C2C=CC=CC=2)[P](C2C=CC=CC=2)(C2C=CC=CC=2)C2C=CC=CC=2)(C2C=CC=CC=2)C2C=CC=CC=2)=CC=1>[C:1]([O:7][CH2:8][N:9]1[C:13]2[N:14]=[CH:15][N:16]=[C:17]([C:33]3[CH:32]=[N:31][N:30]([CH:28]([O:27][CH2:25][CH3:26])[CH3:29])[CH:34]=3)[C:12]=2[CH:11]=[CH:10]1)(=[O:6])[C:2]([CH3:5])([CH3:4])[CH3:3] |f:4.5.6,^1:54,56,75,94|. Run at temperature 85 celsius, time 3.5 hour. Reported procedure: To a 250 mL round bottom flask equipped with a stir bar, condenser and 3-way valve was charged 4-chloro-7H-pyrrolo[2,3-d]pyrimidin-7-yl)methyl pivalate (3f, 30 g, 0.112 mol), 1,4-dioxane (300 mL, 4.0 mol), 1-(1-ethoxyethyl)-4-(4,4,5,5-tetramethyl-1,3,2-dioxaborolan-2-yl)-1H-pyrazole (14, 35.8 g, 0.134 mol, 1.2 equiv), water (150 mL, 8.3 mol) and potassium carbonate (K2CO3, 61.9 g, 0.448 mol, 4.0 equiv) at room temperature. The resulting mixture was degassed four times back filling with nitrogen ... Starting materials: C[C@@H]1NC(C=2N([C@H]1C)C1=C(C2)C=CC(=N1)C(=O)OCC)=O (ethyl trans-8,9-dimethyl-6-oxo-6,7,8,9-tetrahydropyrido[3′,2′:4,5]pyrrolo[1,2-a]pyrazine-2-carboxylate), [OH-].[Na+] (NaOH). Run in C(C)O (ethanol). Reaction conditions: temperature 50 celsius. Yields the product C[C@@H]1NC(C=2N([C@H]1C)C1=C(C2)C=CC(=N1)C(=O)O)=O (trans-8,9-Dimethyl-6-oxo-6,7,8,9-tetrahydropyrido[3′,2′:4,5]pyrrolo[1,2-a]pyrazine-2-carboxylic acid). The yield is 91.7%. RXN SMILES: [CH3:1][C@H:2]1[C@H:7]([CH3:8])[N:6]2[C:9]3[N:15]=[C:14]([C:16]([O:18]CC)=[O:17])[CH:13]=[CH:12][C:10]=3[CH:11]=[C:5]2[C:4](=[O:21])[NH:3]1.[OH-].[Na+]>C(O)C>[CH3:1][C@H:2]1[C@H:7]([CH3:8])[N:6]2[C:9]3[N:15]=[C:14]([C:16]([OH:18])=[O:17])[CH:13]=[CH:12][C:10]=3[CH:11]=[C:5]2[C:4](=[O:21])[NH:3]1 |f:1.2|. Procedure details: To a suspension of ethyl trans-8,9-dimethyl-6-oxo-6,7,8,9-tetrahydropyrido[3′,2′:4,5]pyrrolo[1,2-a]pyrazine-2-carboxylate (702 mg, 2.44 mmol) in ethanol (20 mL) is added 1M aqueous NaOH solution (6.11 mL, 6.11 mmol). The reaction mixture is heated at 50° C. for 90 min and is cooled to room temperature. The ethanol is removed in vacuo and the aqueous mixture is acidified with 1N aqueous HCl. The resulting solid is collected by filtration and dried in vacuo to afford the title compound as a white ... Reactants: FC1=CC=C(C=O)C=C1 (4-fluoro-benzaldehyde), ClC1=CC=C(C=C1)S (4-chloro-benzenethiol), C([O-])([O-])=O.[Na+].[Na+] (sodium carbonate). Run in CN(C)C=O (DMF), CCOCC (ether), O (water). The product is ClC1=CC=C(C=C1)SC1=CC=C(C=O)C=C1 (4-[(4-chlorophenyl)thio]benzaldehyde). Reaction SMILES: F[C:2]1[CH:9]=[CH:8][C:5]([CH:6]=[O:7])=[CH:4][CH:3]=1.[Cl:10][C:11]1[CH:16]=[CH:15][C:14]([SH:17])=[CH:13][CH:12]=1.C(=O)([O-])[O-].[Na+].[Na+]>CN(C=O)C.CCOCC.O>[Cl:10][C:11]1[CH:16]=[CH:15][C:14]([S:17][C:2]2[CH:9]=[CH:8][C:5]([CH:6]=[O:7])=[CH:4][CH:3]=2)=[CH:13][CH:12]=1 |f:2.3.4|. Procedure details: A solution of 4-fluoro-benzaldehyde (1 eq), 4-chloro-benzenethiol (1.0 eq) and sodium carbonate (1.5 eq) in DMF (0.16 M) was heated at 100° C. for 3 h then 18 h at rt. The mixture was diluted with ether and water, the organic phase washed with brine and the solvents evaporated. The residue was purified by stirring vigorously in hexane-ether followed by filtration to give the title compound as a white solid. Starting materials: O=C([O-])[O-], Cc1ccc(C(=O)CBr)cc1C, [K+], [K+], Nc1ncnn1-c1nc2ccccc2[nH]1, O. Product: Cc1ccc(C(=O)Cn2c(-n3ncnc3N)nc3ccccc32)cc1C. As a reaction SMILES: [C:28](=[O:29])([O-:30])[O-:31].[CH3:16][c:17]1[cH:18][c:19]([C:20]([CH2:21][Br:22])=[O:23])[cH:24][cH:25][c:26]1[CH3:27].[K+:32].[K+:33].[NH2:1][c:2]1[n:3](-[c:7]2[n:8][c:9]3[c:10]([nH:11]2)[cH:12][cH:13][cH:14][cH:15]3)[n:4][cH:5][n:6]1.[OH2:34]>>[NH2:1][c:2]1[n:3](-[c:7]2[n:8][c:9]3[c:10]([n:11]2[CH2:21][C:20]([c:19]2[cH:18][c:17]([CH3:16])[c:26]([CH3:27])[cH:25][cH:24]2)=[O:23])[cH:12][cH:13][cH:14][cH:15]3)[n:4][cH:5][n:6]1. The reactants are COc1cccc(CCC2CNCCN2)c1, FC(F)(F)c1nc2c(s1)Nc1ccccc1NC2=S, COS(=O)(=O)C(F)(F)F. The product is COc1cccc(CCC2CN(C3=Nc4ccccc4Nc4sc(C(F)(F)F)nc43)CCN2)c1. As a reaction SMILES: [CH3:29][O:30][c:31]1[cH:32][c:33]([CH2:37][CH2:38][CH:39]2[NH:40][CH2:41][CH2:42][NH:43][CH2:44]2)[cH:34][cH:35][cH:36]1.[F:1][C:2]([c:3]1[n:4][c:5]2[c:11]([s:12]1)[NH:10][c:9]1[c:8]([cH:16][cH:15][cH:14][cH:13]1)[NH:7][C:6]2=[S:17])([F:18])[F:19].[F:20][C:21]([F:22])([F:23])[S:24]([O:25][CH3:26])(=[O:27])=[O:28]>>[F:1][C:2]([c:3]1[n:4][c:5]2[c:11]([s:12]1)[NH:10][c:9]1[c:8]([cH:16][cH:15][cH:14][cH:13]1)[N:7]=[C:6]2[N:43]1[CH2:42][CH2:41][NH:40][CH:39]([CH2:38][CH2:37][c:33]2[cH:32][c:31]([O:30][CH3:29])[cH:36][cH:35][cH:34]2)[CH2:44]1)([F:18])[F:19].